This data is from the Open Reaction Database (ORD), a public repository of structured organic reaction records. The task is: describe an organic reaction: reactants, conditions, products, and yield The reactants are O=C([O-])c1cc2c(Br)cncc2n1Cc1ccc(I)cc1F, C1CCOC1, CCN=C=NCCCN(C)C, CC1(C)OCC(CON)O1, CCOC(C)=O, CCN(C(C)C)C(C)C, [Na+], On1nnc2ccccc21. Product: CC1(C)OCC(CONC(=O)c2cc3c(Br)cncc3n2Cc2ccc(I)cc2F)O1. RXN SMILES: [Br:22][c:23]1[c:24]2[c:25]([cH:26][n:27][cH:28]1)[n:29]([CH2:35][c:36]1[c:37]([F:43])[cH:38][c:39]([I:42])[cH:40][cH:41]1)[c:30]([C:32](=[O:33])[O-:34])[cH:31]2.[CH2:64]1[O:65][CH2:66][CH2:67][CH2:68]1.[CH3:1][CH2:2][N:3]=[C:4]=[N:5][CH2:6][CH2:7][CH2:8][N:9]([CH3:10])[CH3:11].[CH3:45][C:46]1([CH3:54])[O:47][CH2:48][CH:49]([CH2:51][O:52][NH2:53])[O:50]1.[CH3:69][CH2:70][O:71][C:72](=[O:73])[CH3:74].[CH:55]([N:56]([CH2:57][CH3:58])[CH:59]([CH3:60])[CH3:61])([CH3:62])[CH3:63].[Na+:44].[OH:12][n:13]1[c:14]2[c:15]([cH:16][cH:17][cH:18][cH:19]2)[n:20][n:21]1>>[Br:22][c:23]1[c:24]2[c:25]([cH:26][n:27][cH:28]1)[n:29]([CH2:35][c:36]1[c:37]([F:43])[cH:38][c:39]([I:42])[cH:40][cH:41]1)[c:30]([C:32](=[O:33])[NH:53][O:52][CH2:51][CH:49]1[CH2:48][O:47][C:46]([CH3:45])([CH3:54])[O:50]1)[cH:31]2. Starting materials: ClC1=NC=C(C=C1[N+](=O)[O-])[N+](=O)[O-] (2-chloro-3,5-dinitropyridine), OC1CNCC1 (3-hydroxypyrrolidine). The product is Cl.Cl.NC=1C(=NC=C(C1)N)N1CC(CC1)O (N-(3,5-diaminopyrid-2-yl)-3-hydroxypyrrolidine dihydrochloride). Reaction SMILES: [Cl:1][C:2]1[C:7]([N+:8]([O-])=O)=[CH:6][C:5]([N+:11]([O-])=O)=[CH:4][N:3]=1.[OH:14][CH:15]1[CH2:19][CH2:18][NH:17][CH2:16]1>>[ClH:1].[ClH:1].[NH2:8][C:7]1[C:2]([N:17]2[CH2:18][CH2:19][CH:15]([OH:14])[CH2:16]2)=[N:3][CH:4]=[C:5]([NH2:11])[CH:6]=1 |f:2.3.4|. Reported procedure: 2 g (0.01 mol) of 3,5-dinitro-2-(3-hydroxypyrrolidin-1-yl)pyridine obtained according to Protocol A from 2-chloro-3,5-dinitropyridine and 3-hydroxypyrrolidine, were reduced according to Protocol B, to give 1.1 g of N-(3,5-diaminopyrid-2-yl)-3-hydroxypyrrolidine dihydrochloride. Starting materials: C(C)OC(=O)C1=NN(C(=C1)C1=CC=C(C=C1)OC(F)(F)F)C (1-methyl-5-(4-trifluoromethoxy-phenyl)-1H-pyrazole-3-carboxylic acid ethyl ester), [H-].[Al+3].[Li+].[H-].[H-].[H-] (lithium aluminium hydride). The product is CN1N=C(C=C1C1=CC=C(C=C1)OC(F)(F)F)CO ([1-methyl-5-(4-trifluoromethoxy-phenyl)-1H-pyrazol-3-yl]-methanol). Reaction SMILES: C([O:3][C:4]([C:6]1[CH:10]=[C:9]([C:11]2[CH:16]=[CH:15][C:14]([O:17][C:18]([F:21])([F:20])[F:19])=[CH:13][CH:12]=2)[N:8]([CH3:22])[N:7]=1)=O)C.[H-].[Al+3].[Li+].[H-].[H-].[H-]>>[CH3:22][N:8]1[C:9]([C:11]2[CH:12]=[CH:13][C:14]([O:17][C:18]([F:19])([F:20])[F:21])=[CH:15][CH:16]=2)=[CH:10][C:6]([CH2:4][OH:3])=[N:7]1 |f:1.2.3.4.5.6|. Procedure details: In analogy to the procedure described for example 1 a], 1-methyl-5-(4-trifluoromethoxy-phenyl)-1H-pyrazole-3-carboxylic acid ethyl ester (example 11 c]) was reduced with lithium aluminium hydride to give [1-methyl-5-(4-trifluoromethoxy-phenyl)-1H-pyrazol-3-yl]-methanol as brown solid. Reactants: S(=O)(Cl)Cl (Thionyl chloride), BrC1=CN2C(S1)=NC(=C2)C(=O)O (2-bromoimidazo[2,1-b]thiazole-6-carboxylic acid), [N-]=[N+]=[N-].[Na+] (sodium azide). The solvent is O (Water), O (water). Reaction conditions: temperature 85 celsius, time 3 hour. Product: BrC1=CN2C(S1)=NC(=C2)C(=O)N=[N+]=[N-] (2-bromoimidazo[2,1-b]thiazole-6-carbonyl azide). Yield: 80.0%. As a reaction SMILES: S(Cl)(Cl)=O.[Br:5][C:6]1[S:10][C:9]2=[N:11][C:12]([C:14]([OH:16])=O)=[CH:13][N:8]2[CH:7]=1.[N-:17]=[N+:18]=[N-:19].[Na+]>O>[Br:5][C:6]1[S:10][C:9]2=[N:11][C:12]([C:14]([N:17]=[N+:18]=[N-:19])=[O:16])=[CH:13][N:8]2[CH:7]=1 |f:2.3|. Reported procedure: Thionyl chloride (0.33 mol) was added to 2-bromoimidazo[2,1-b]thiazole-6-carboxylic acid (13.1 mmol). The reaction mixture was stirred at 85° C. during 3 hrs. The mixture was then concentrated under vacuum and the residue was taken in acetone (40 mL). The sodium azide (14.4 mmol) in water (5.2 mL) was added in one portion at 0° C. and the mixture was stirred at 0-10° C. for 45 min. Water was added, and the solid filtered off and washed with water and then with a mixture of water/acetone (50/50).... Starting materials: BrC1=CC(=C(C=C1)S(=O)(=O)Cl)F (4-bromo-2-fluorobenzenesulfonyl chloride), C1(=CC=CC=C1)OC (anisole). Yields the product BrC1=CC(=C(C=C1)S(=O)(=O)C1=CC=C(C=C1)OC)F (4-bromo-2-fluoro-1-[(4-methoxyphenyl)sulfonyl]benzene). Reaction SMILES: [Br:1][C:2]1[CH:7]=[CH:6][C:5]([S:8](Cl)(=[O:10])=[O:9])=[C:4]([F:12])[CH:3]=1.[C:13]1([O:19][CH3:20])[CH:18]=[CH:17][CH:16]=[CH:15][CH:14]=1>>[Br:1][C:2]1[CH:7]=[CH:6][C:5]([S:8]([C:16]2[CH:17]=[CH:18][C:13]([O:19][CH3:20])=[CH:14][CH:15]=2)(=[O:10])=[O:9])=[C:4]([F:12])[CH:3]=1. Procedure details: The subtitle compound was prepared by the method of example 9 step (i) using 4-bromo-2-fluorobenzenesulfonyl chloride and anisole.